Task: describe an organic reaction: reactants, conditions, products, and yield. Dataset: the Open Reaction Database (ORD), a public repository of structured organic reaction records Product: BrCC=1C(=NOC1C1=NN(C=N1)C(C1=CC=CC=C1)(C1=CC=CC=C1)C1=CC=CC=C1)OCC (3-[4-(Bromomethyl)-3-ethoxyisoxazol-5-yl]-1-trityl-1H-1,2,4-triazole). The solvent is ClC(Cl)(Cl)Cl (tetrachloromethane). Isolated yield 98.8%. Reaction SMILES: [CH2:1]([O:3][C:4]1[C:8]([CH3:9])=[C:7]([C:10]2[N:14]=[CH:13][N:12]([C:15]([C:28]3[CH:33]=[CH:32][CH:31]=[CH:30][CH:29]=3)([C:22]3[CH:27]=[CH:26][CH:25]=[CH:24][CH:23]=3)[C:16]3[CH:21]=[CH:20][CH:19]=[CH:18][CH:17]=3)[N:11]=2)[O:6][N:5]=1)[CH3:2].C1C(=O)N([Br:41])C(=O)C1>ClC(Cl)(Cl)Cl>[Br:41][CH2:9][C:8]1[C:4]([O:3][CH2:1][CH3:2])=[N:5][O:6][C:7]=1[C:10]1[N:14]=[CH:13][N:12]([C:15]([C:22]2[CH:23]=[CH:24][CH:25]=[CH:26][CH:27]=2)([C:28]2[CH:33]=[CH:32][CH:31]=[CH:30][CH:29]=2)[C:16]2[CH:21]=[CH:20][CH:19]=[CH:18][CH:17]=2)[N:11]=1. Reported procedure: A mixture of 3-(3-ethoxy-4-methylisoxazol-5-yl)-1-trityl-1H-1,2,4-triazole (2.4 g, 5.5 mmol) and NBS (1.1 g, 6.2 mmol) in tetrachloromethane (150 mL) was boiled under reflux for 3 h. The reaction mixture was cooled, filtered and concentrated in vacuo to give crude title compound (2.8 g). The crude product was used in the next step without further purification. Reactants: C(C)OC1=NOC(=C1C)C1=NN(C=N1)C(C1=CC=CC=C1)(C1=CC=CC=C1)C1=CC=CC=C1 (3-(3-ethoxy-4-methylisoxazol-5-yl)-1-trityl-1H-1,2,4-triazole), C1CC(=O)N(C1=O)Br (NBS). The reactants are Cc1cc(Cl)c2ccc(OCc3ccccc3)cc2n1, CCOC1CCNC1. Product: CCOC1CCN(c2cc(C)nc3cc(OCc4ccccc4)ccc23)C1, Cl. As a reaction SMILES: [CH2:1]([c:2]1[cH:3][cH:4][cH:5][cH:6][cH:7]1)[O:8][c:9]1[cH:10][cH:11][c:12]2[c:13]([Cl:20])[cH:14][c:15]([CH3:19])[n:16][c:17]2[cH:18]1.[CH2:21]([CH3:22])[O:23][CH:24]1[CH2:25][NH:26][CH2:27][CH2:28]1>>[CH2:1]([c:2]1[cH:3][cH:4][cH:5][cH:6][cH:7]1)[O:8][c:9]1[cH:10][cH:11][c:12]2[c:13]([N:26]3[CH2:25][CH:24]([O:23][CH2:21][CH3:22])[CH2:28][CH2:27]3)[cH:14][c:15]([CH3:19])[n:16][c:17]2[cH:18]1.[ClH:20]. Reactants: CC(=O)NCc1cc(Cl)cc(-c2csc(N=C(N)N)n2)n1, CO, [H][H]. The product is CC(=O)NCc1cccc(-c2csc(N=C(N)N)n2)n1. RXN SMILES: [C:1]([CH3:2])(=[O:3])[NH:4][CH2:5][c:6]1[cH:7][c:8]([Cl:21])[cH:9][c:10](-[c:12]2[n:13][c:14]([N:17]=[C:18]([NH2:19])[NH2:20])[s:15][cH:16]2)[n:11]1.[CH3:24][OH:25].[H:22][H:23]>>[C:1]([CH3:2])(=[O:3])[NH:4][CH2:5][c:6]1[cH:7][cH:8][cH:9][c:10](-[c:12]2[n:13][c:14]([N:17]=[C:18]([NH2:19])[NH2:20])[s:15][cH:16]2)[n:11]1. The reactants are Cc1cc(C=O)nn1-c1ccccc1, NCCN1CCN(c2ccccc2)CC1. Yields the product Cc1cc(CNCCN2CCN(c3ccccc3)CC2)nn1-c1ccccc1. RXN SMILES: [CH3:16][c:17]1[cH:18][c:19]([CH:28]=[O:29])[n:20][n:21]1-[c:22]1[cH:23][cH:24][cH:25][cH:26][cH:27]1.[c:1]1([N:7]2[CH2:8][CH2:9][N:10]([CH2:13][CH2:14][NH2:15])[CH2:11][CH2:12]2)[cH:2][cH:3][cH:4][cH:5][cH:6]1>>[c:1]1([N:7]2[CH2:8][CH2:9][N:10]([CH2:13][CH2:14][NH:15][CH2:28][c:19]3[cH:18][c:17]([CH3:16])[n:21](-[c:22]4[cH:23][cH:24][cH:25][cH:26][cH:27]4)[n:20]3)[CH2:11][CH2:12]2)[cH:2][cH:3][cH:4][cH:5][cH:6]1. Starting materials: FC(S(=O)(=O)OC=1C=C2CC(CC2=CC1O)N(CCC)CCC)(F)F (2-(Dipropylamino)-2,3-dihydro-6-hydroxy-1H-inden-5-yl trifluoromethanesulfonate), C(C1=CC=CC=C1)Br (Benzyl bromide), [H-].[Na+] (Sodium hydride). The solvent is CN(C)C=O (DMF), CN(C)C=O (DMF), CN(C)C=O (DMF), CCCCCC (hexane). Conditions: time 30 minute. The product is FC(S(=O)(=O)OC=1C=C2CC(CC2=CC1OCC1=CC=CC=C1)N(CCC)CCC)(F)F (2-(Dipropylamino)-2,3-dihydro-6-(phenylmethoxy)-1H-inden-5-yl trifluoromethanesulfonate). As a reaction SMILES: [H-].[Na+].[F:3][C:4]([F:27])([F:26])[S:5]([O:8][C:9]1[CH:10]=[C:11]2[C:15](=[CH:16][C:17]=1[OH:18])[CH2:14][CH:13]([N:19]([CH2:23][CH2:24][CH3:25])[CH2:20][CH2:21][CH3:22])[CH2:12]2)(=[O:7])=[O:6].[CH2:28](Br)[C:29]1[CH:34]=[CH:33][CH:32]=[CH:31][CH:30]=1>CCCCCC.CN(C=O)C>[F:27][C:4]([F:26])([F:3])[S:5]([O:8][C:9]1[CH:10]=[C:11]2[C:15](=[CH:16][C:17]=1[O:18][CH2:28][C:29]1[CH:34]=[CH:33][CH:32]=[CH:31][CH:30]=1)[CH2:14][CH:13]([N:19]([CH2:23][CH2:24][CH3:25])[CH2:20][CH2:21][CH3:22])[CH2:12]2)(=[O:6])=[O:7] |f:0.1|. Reported procedure: Sodium hydride (0.96 g, 24 mmol) was washed with hexane under nitrogen and suspended in DMF (10 mL). 2-(Dipropylamino)-2,3-dihydro-6-hydroxy-1H-inden-5-yl trifluoromethanesulfonate (69, 7.6 g, 20 mmol) in DMF (30 mL) was added dropwise at 0-5° C. over 30 min and the mixture stirred 30 min. Benzyl bromide (5.13 g, 30 mmol) in DMF (5 mL) was added and the resulting mixture was stirred 1 h. The reaction was quenched with saturated NaHCO3 and extracted with EtOAc. The organic layer was washed with w... The reactants are ClC1=CC=C2CC(NC2=C1)=O (6-chlorooxindole), C(C)(C)(C)[Si](OCC(CC=O)(C)C)(C)C (4-(tert-butyl-dimethyl-silanyloxy)-3,3-dimethyl-butyraldehyde), C[O-].[Na+] (sodium methoxide). The solvent is CO (methanol). Reaction conditions: time 10 minute. Yields the product C(C)(C)(C)[Si](OCC(C\C=C\1/C(NC2=CC(=CC=C12)Cl)=O)(C)C)(C)C (Z-3-[4-(tert-butyl-dimethyl-silanyloxy)-3,3-dimethyl-butylidene]-6-chloro-1,3-dihydro-indol-2-one). The yield is 85.6%. RXN SMILES: [Cl:1][C:2]1[CH:10]=[C:9]2[C:5]([CH2:6][C:7](=[O:11])[NH:8]2)=[CH:4][CH:3]=1.[C:12]([Si:16]([CH3:26])([CH3:25])[O:17][CH2:18][C:19]([CH3:24])([CH3:23])[CH2:20][CH:21]=O)([CH3:15])([CH3:14])[CH3:13].C[O-].[Na+]>CO>[C:12]([Si:16]([CH3:25])([CH3:26])[O:17][CH2:18][C:19]([CH3:24])([CH3:23])[CH2:20]/[CH:21]=[C:6]1\[C:7](=[O:11])[NH:8][C:9]2[C:5]\1=[CH:4][CH:3]=[C:2]([Cl:1])[CH:10]=2)([CH3:15])([CH3:14])[CH3:13] |f:2.3|. Reported procedure: To the mixture of 6-chlorooxindole (2.1 g, 12.6 mmol) (Crescent) and 4-(tert-butyl-dimethyl-silanyloxy)-3,3-dimethyl-butyraldehyde (2.9 g, 12.6 mmol) in methanol (80 mL) was added a methanolic solution (25%, Aldrich) of sodium methoxide (4.08 g, 18.9 mmol) dropwise. The reaction mixture was stirred at room temperature for 10 min. The solvent was removed, and the residue was partitioned between ethyl acetate and water. The organic layer was separated, dried over Na2SO4, and concentrated. The resi... Reactants: C(C)OC(CCl)=O (ethylchloroacetate), C1(=CC=CC=C1)C1CC(NC1)=O (4-phenyl-2-pyrrolidone), [OH-].[K+] (potassium hydroxide), CS(=O)C (dimethylsulphoxide), C1(=CC=CC=C1)C (toluene). Run in O (water). Conditions: temperature 130 celsius, time 1 day. Product: C(=O)(OCC)COC(CN1C(CC(C1)C1=CC=CC=C1)=O)=O ((2-oxo-4-phenyl-1-pyrrolidinyl)acetic acid carboethoxymethyl ester). Yield: 47.0%. Reaction SMILES: [C:1]1([CH:7]2[CH2:11][NH:10][C:9](=[O:12])[CH2:8]2)[CH:6]=[CH:5][CH:4]=[CH:3][CH:2]=1.[OH-:13].[K+].CS(C)=[O:17].[CH2:19]([O:21][C:22](=[O:25])[CH2:23]Cl)[CH3:20].[C:26]1([CH3:32])C=CC=CC=1>O>[C:20]([CH2:19][O:21][C:22](=[O:25])[CH2:23][N:10]1[CH2:11][CH:7]([C:1]2[CH:2]=[CH:3][CH:4]=[CH:5][CH:6]=2)[CH2:8][C:9]1=[O:12])([O:17][CH2:26][CH3:32])=[O:13] |f:1.2|. Reported procedure: A mixture of 80.5 g (0.5 mol) of 4-phenyl-2-pyrrolidone, 70 g (1.25 mol) of potassium hydroxide, 500 ml of dimethylsulphoxide and 150 ml of toluene are heated at reflux under stirring at the reaction mixture temperature of 130° C. till a complete dispergation of the alkali, whereafter the mixture is dropwise added with 153 g (1.25 mol) of ethylchloroacetate and allowed to stand at room temperature for one day. The mixture is diuted with 1.2 l of water and extracted twice with 100 ml portions of ...